The task is: describe an organic reaction: reactants, conditions, products, and yield. This data is from the Open Reaction Database (ORD), a public repository of structured organic reaction records. Starting materials: OC=1C(=CC2=CC=CC=C2C1)C(=O)O (3-hydroxy-2-naphthoic acid), C1(=CC=CC=C1)O (phenol), P(=O)(Cl)(Cl)Cl (phosphorus oxychloride). Solvent: alcohol. Run at temperature 100 celsius. Yields the product C1(=CC=CC=C1)OC(=O)C1=CC2=CC=CC=C2C=C1O (phenyl-3-hydroxy-2-naphthoate). The yield is 37.6%. RXN SMILES: [OH:1][C:2]1[C:3]([C:12]([OH:14])=[O:13])=[CH:4][C:5]2[C:10]([CH:11]=1)=[CH:9][CH:8]=[CH:7][CH:6]=2.[C:15]1(O)[CH:20]=[CH:19][CH:18]=[CH:17][CH:16]=1.P(Cl)(Cl)(Cl)=O>>[C:15]1([O:13][C:12]([C:3]2[C:2]([OH:1])=[CH:11][C:10]3[C:5](=[CH:6][CH:7]=[CH:8][CH:9]=3)[CH:4]=2)=[O:14])[CH:20]=[CH:19][CH:18]=[CH:17][CH:16]=1. Reported procedure: A mixture of 50 g (0.266 mole) 3-hydroxy-2-naphthoic acid, 27.3 g (0.29 mole) phenol, and 21.4 g (0.14 mole) phosphorus oxychloride was stirred and heated at 100° C. for 3.5 hrs. Then 200 ml alcohol was added, and the mixture was heated one hour longer and cooled. The yellow product was collected and recrystallized from benzene to give 26.4 g (38%) of phenyl-3-hydroxy-2-naphthoate, m.p. 126°-130° C.